This data is from the Open Reaction Database (ORD), a public repository of structured organic reaction records. The task is: describe an organic reaction: reactants, conditions, products, and yield Starting materials: C1(=CC=CC=C1)C/C=C/[C@@H](CC(=O)OCC)C1=CC=C(C=C1)OC1OCCCC1 ((3R,E)-Ethyl 6-phenyl-3-(4-(tetrahydro-2H-pyran-2-yloxy)phenyl)hex-4-enoate), CC1=CC=C(C=C1)S(=O)(=O)[O-].C1=CC=[NH+]C=C1 (PPTS). The solvent is CCO (EtOH). Conditions: time 16 hour. Yields the product OC1=CC=C(C=C1)[C@H](CC(=O)OCC)\C=C\CC1=CC=CC=C1 ((R,E)-Ethyl 3-(4-hydroxyphenyl)-6-phenylhex-4-enoate). As a reaction SMILES: [C:1]1([CH2:7]/[CH:8]=[CH:9]/[C@H:10]([C:17]2[CH:22]=[CH:21][C:20]([O:23]C3CCCCO3)=[CH:19][CH:18]=2)[CH2:11][C:12]([O:14][CH2:15][CH3:16])=[O:13])[CH:6]=[CH:5][CH:4]=[CH:3][CH:2]=1.CC1C=CC(S([O-])(=O)=O)=CC=1.C1C=C[NH+]=CC=1>CCO>[OH:23][C:20]1[CH:19]=[CH:18][C:17]([C@@H:10](/[CH:9]=[CH:8]/[CH2:7][C:1]2[CH:2]=[CH:3][CH:4]=[CH:5][CH:6]=2)[CH2:11][C:12]([O:14][CH2:15][CH3:16])=[O:13])=[CH:22][CH:21]=1 |f:1.2|. Procedure: To a stirred solution of 83.5 (405.8 mg, 1.03 mmol, MW 394.50) in EtOH (11 mL) at 23° C. was added PPTS (catalytic). Stirring was continued for 16 hours. The reaction was concentrated in vacuo. The residue was then purified by flash chromatography (SiO2 gel 60, eluted with 0 to 20% EtOAc in hexanes). Fractions containing the desired product were combined and concentrated providing a colorless oil. The desired product was contaminated (˜5%) with a further olefinic product (believed to contain a t... Starting materials: ClC=1C=C(C=CC1N1C(C=2C(=C3C(=C(C2C1=O)O)C=CC=C3)OCC)=O)CC(=O)OCC (ethyl {3-chloro-4-[4-(ethyloxy)-9-hydroxy-1,3-dioxo-1,3-dihydro-2H-benzo[f]isoindol-2-yl]phenyl}acetate), C([O-])([O-])=O.[Na+].[Na+] (sodium carbonate), O (Water), FC(S(=O)(=O)OCC(F)(F)F)(F)F (2,2,2-trifluoroethyl trifluoromethanesulfonate). Run in CN(C)C=O (DMF). Run at time 5 hour. The product is ClC=1C=C(C=CC1N1C(C=2C(=C3C(=C(C2C1=O)OCC(F)(F)F)C=CC=C3)OCC)=O)CC(=O)OCC (Ethyl (3-chloro-4-{4-(ethyloxy)-1,3-dioxo-9-[(2,2,2-trifluoroethyl)oxy]-1,3-dihydro-2H-benzo[f]isoindol-2-yl}phenyl)acetate). The yield is 36.4%. Reaction SMILES: [Cl:1][C:2]1[CH:3]=[C:4]([CH2:27][C:28]([O:30][CH2:31][CH3:32])=[O:29])[CH:5]=[CH:6][C:7]=1[N:8]1[C:16](=[O:17])[C:15]2[C:14](O)=[C:13]3[CH:19]=[CH:20][CH:21]=[CH:22][C:12]3=[C:11]([O:23][CH2:24][CH3:25])[C:10]=2[C:9]1=[O:26].C(=O)([O-])[O-].[Na+].[Na+].FC(F)(F)S([O:44][CH2:45][C:46]([F:49])([F:48])[F:47])(=O)=O.O>CN(C=O)C>[Cl:1][C:2]1[CH:3]=[C:4]([CH2:27][C:28]([O:30][CH2:31][CH3:32])=[O:29])[CH:5]=[CH:6][C:7]=1[N:8]1[C:16](=[O:17])[C:15]2[C:14]([O:44][CH2:45][C:46]([F:49])([F:48])[F:47])=[C:13]3[CH:19]=[CH:20][CH:21]=[CH:22][C:12]3=[C:11]([O:23][CH2:24][CH3:25])[C:10]=2[C:9]1=[O:26] |f:1.2.3|. Reported procedure: To a solution of ethyl {3-chloro-4-[4-(ethyloxy)-9-hydroxy-1,3-dioxo-1,3-dihydro-2H-benzo[f]isoindol-2-yl]phenyl}acetate (0.60 g, 1.32 mmol) in DMF (6 ml), was added sodium carbonate (0.280 g, 2.65 mmol) followed by 2,2,2-trifluoroethyl trifluoromethanesulfonate (0.460 g, 1.98 mmol). This was stirred at room temperature for 5 hours. Water was added to the reaction mixture and the resulting brown solid was collected by filtration. This was purified by chromatography on silica gel eluting with 5-6... The reactants are C=C1OC(=O)OC12CCN(Cc1ccccc1)CC2, CN, O, O, Cc1ccc(S(=O)(=O)O)cc1, Cc1ccccc1C. Yields the product C=C1N(C)C(=O)OC12CCN(Cc1ccccc1)CC2. As a reaction SMILES: [CH2:3]([c:4]1[cH:5][cH:6][cH:7][cH:8][cH:9]1)[N:10]1[CH2:11][CH2:12][C:13]2([C:14](=[CH2:19])[O:15][C:16](=[O:18])[O:17]2)[CH2:20][CH2:21]1.[CH3:1][NH2:2].[OH2:22].[OH2:34].[c:23]1([CH3:24])[cH:25][cH:26][c:27]([S:28]([OH:29])(=[O:30])=[O:31])[cH:32][cH:33]1.[c:35]1([CH3:36])[c:37]([CH3:38])[cH:39][cH:40][cH:41][cH:42]1>>[CH3:1][N:2]1[C:14](=[CH2:19])[C:13]2([CH2:12][CH2:11][N:10]([CH2:3][c:4]3[cH:5][cH:6][cH:7][cH:8][cH:9]3)[CH2:21][CH2:20]2)[O:17][C:16]1=[O:15]. Reactants: COCCCC(CC(=O)OC)c1ccc(OCc2ccc(C(C)(C)C)c(-c3cc(OC)ccc3F)c2)cc1, CO, [Li+], [OH-]. Yields the product COCCCC(CC(=O)O)c1ccc(OCc2ccc(C(C)(C)C)c(-c3cc(OC)ccc3F)c2)cc1. As a reaction SMILES: [CH3:1][C:2]([CH3:3])([CH3:4])[c:5]1[cH:6][cH:7][c:8]([CH2:20][O:21][c:22]2[cH:23][cH:24][c:25]([CH:28]([CH2:29][C:30](=[O:31])[O:32][CH3:33])[CH2:34][CH2:35][CH2:36][O:37][CH3:38])[cH:26][cH:27]2)[cH:9][c:10]1-[c:11]1[c:12]([F:19])[cH:13][cH:14][c:15]([O:17][CH3:18])[cH:16]1.[CH3:41][OH:42].[Li+:39].[OH-:40]>>[CH3:1][C:2]([CH3:3])([CH3:4])[c:5]1[cH:6][cH:7][c:8]([CH2:20][O:21][c:22]2[cH:23][cH:24][c:25]([CH:28]([CH2:29][C:30](=[O:31])[OH:32])[CH2:34][CH2:35][CH2:36][O:37][CH3:38])[cH:26][cH:27]2)[cH:9][c:10]1-[c:11]1[c:12]([F:19])[cH:13][cH:14][c:15]([O:17][CH3:18])[cH:16]1. Reactants: CS(=O)(=O)CC1=CC=C(C=C1)C=1C=2N(C=CC1)N=C(N2)N (8-(4-methanesulfonylmethyl-phenyl)-[1,2,4]triazolo[1,5-a]pyridin-2-ylamine), BrC1=CC=C(C=C1)N1CCN(CC1)C (1-(4-bromo-phenyl)-4-methyl-piperazine), C1(CCCCC1)P(C1=C(C=CC=C1)C1=C(C=CC=C1)P(C1CCCCC1)C1CCCCC1)C1CCCCC1 (2,2′-bis-dicyclohexylphosphanyl-biphenyl). The product is CS(=O)(=O)CC1=CC=C(C=C1)C=1C=2N(C=CC1)N=C(N2)NC2=CC=C(C=C2)N2CCN(CC2)C ([8-(4-Methanesulfonylmethyl-phenyl)-[1,2,4]triazolo[1,5-a]pyridin-2-yl]-[4-(4-methyl-piperazin-1-yl)-phenyl]-amine), foam. The yield is 11.0%. As a reaction SMILES: [CH3:1][S:2]([CH2:5][C:6]1[CH:11]=[CH:10][C:9]([C:12]2[C:13]3[N:14]([N:18]=[C:19]([NH2:21])[N:20]=3)[CH:15]=[CH:16][CH:17]=2)=[CH:8][CH:7]=1)(=[O:4])=[O:3].Br[C:23]1[CH:28]=[CH:27][C:26]([N:29]2[CH2:34][CH2:33][N:32]([CH3:35])[CH2:31][CH2:30]2)=[CH:25][CH:24]=1.C1(P(C2CCCCC2)C2C=CC=CC=2C2C=CC=CC=2P(C2CCCCC2)C2CCCCC2)CCCCC1>>[CH3:1][S:2]([CH2:5][C:6]1[CH:7]=[CH:8][C:9]([C:12]2[C:13]3[N:14]([N:18]=[C:19]([NH:21][C:23]4[CH:24]=[CH:25][C:26]([N:29]5[CH2:34][CH2:33][N:32]([CH3:35])[CH2:31][CH2:30]5)=[CH:27][CH:28]=4)[N:20]=3)[CH:15]=[CH:16][CH:17]=2)=[CH:10][CH:11]=1)(=[O:3])=[O:4]. Procedure: [8-(4-Methanesulfonylmethyl-phenyl)-[1,2,4]triazolo[1,5-a]pyridin-2-yl]-[4-(4-methyl-piperazin-1-yl)-phenyl]-amine was prepared from 8-(4-methanesulfonylmethyl-phenyl)-[1,2,4]triazolo[1,5-a]pyridin-2-ylamine (50.0 mg, 0.165 mmol) and 1-(4-bromo-phenyl)-4-methyl-piperazine (51.0 mg, 0.200 mmol) with 2,2′-bis-dicyclohexylphosphanyl-biphenyl (20.0 mg, 0.0366 mmol) as the ligand in a manner analogous to Step 2d. The title compound was isolated as a yellow foam (0.009 g, 11%). 1H NMR (400 MHz, CDCl3,... The reactants are CCCc1ccc(C2=COCCC2)cc1, CCO. Yields the product CCCc1ccc(C2CCCOC2)cc1. As a reaction SMILES: [CH2:1]([CH2:2][CH3:3])[c:4]1[cH:5][cH:6][c:7]([C:10]2=[CH:11][O:12][CH2:13][CH2:14][CH2:15]2)[cH:8][cH:9]1.[CH3:16][CH2:17][OH:18]>>[CH2:1]([CH2:2][CH3:3])[c:4]1[cH:5][cH:6][c:7]([CH:10]2[CH2:11][O:12][CH2:13][CH2:14][CH2:15]2)[cH:8][cH:9]1. Starting materials: CC(CCC(=O)O)C1CCC2C3C(O)CC4CC(O)CCC4(C)C3CCC12C, [Na+], [OH-]. Product: CC(CCC(=O)O)C1CCC2C3C(O)CC4CC(O)CCC4(C)C3CCC12C. Reaction SMILES: [CH:1]12[CH2:2][CH:3]([OH:4])[CH2:5][CH2:6][C:7]1([CH3:8])[CH:9]1[CH2:10][CH2:11][C:12]3([CH3:13])[CH:14]([CH:22]([CH3:23])[CH2:24][CH2:25][C:26]([OH:27])=[O:28])[CH2:15][CH2:16][CH:17]3[CH:18]1[CH:19]([OH:20])[CH2:21]2.[Na+:30].[OH-:29]>>[CH:1]12[CH2:2][CH:3]([OH:4])[CH2:5][CH2:6][C:7]1([CH3:8])[CH:9]1[CH2:10][CH2:11][C:12]3([CH3:13])[CH:14]([CH:22]([CH3:23])[CH2:24][CH2:25][C:26](=[O:27])[OH:28])[CH2:15][CH2:16][CH:17]3[CH:18]1[CH:19]([OH:20])[CH2:21]2.